Dataset: the Open Reaction Database (ORD), a public repository of structured organic reaction records. Task: describe an organic reaction: reactants, conditions, products, and yield Reactants: C(=O)=O (dry ice), C(CCC)[Li] (butyllithium), CCCCCC (hexane), CC1(NC(CCC1)(C)C)C (2,2,6,6-tetramethylpiperidine), BrC1=CC(=C(C=C1)F)F (4-bromo-1,2-difluorobenzene). The solvent is O1CCCC1 (tetrahydrofuran). Reaction conditions: temperature -78 celsius, time 2 hour. Product: BrC1=CC=C(C(=C1C(=O)O)F)F (6-Bromo-2,3-difluorobenzoic acid). The yield is 57.0%. RXN SMILES: C([Li])CCC.CCCCCC.CC1(C)CCCC(C)(C)N1.[Br:22][C:23]1[CH:28]=[CH:27][C:26]([F:29])=[C:25]([F:30])[CH:24]=1.[C:31](=[O:33])=[O:32]>O1CCCC1>[Br:22][C:23]1[C:24]([C:31]([OH:33])=[O:32])=[C:25]([F:30])[C:26]([F:29])=[CH:27][CH:28]=1. Reported procedure: A solution of 1.6M butyllithium in hexane (60 mL, 96 mmol) was diluted with tetrahydrofuran (180 mL) under an argon atmosphere, and cooled to −78° C. To the solution, were added dropwise 2,2,6,6-tetramethylpiperidine (16.2 g, 116 mmol) and subsequently 4-bromo-1,2-difluorobenzene (15.4 g, 80 mmol), and the mixture was stirred at the same temperature for 2 hours. The solution was carefully poured onto crushed dry ice, and the mixture was allowed to warm to room temperature. The solution was conce... The reactants are CC(C)(C)[Si](C)(C)OCC#CC(=O)O, CCOC(C)=O, N#Cc1cnc2ccc(N)cc2c1Nc1cccc(Br)c1, C1CCOC1, c1ccncc1. The product is CC(C)(C)[Si](C)(C)OCC#CC(=O)Nc1ccc2ncc(C#N)c(Nc3cccc(Br)c3)c2c1. As a reaction SMILES: [C:1]([CH3:2])([CH3:3])([CH3:4])[Si:5]([O:6][CH2:7][C:8]#[C:9][C:10](=[O:11])[OH:12])([CH3:13])[CH3:14].[CH3:36][CH2:37][O:38][C:39](=[O:40])[CH3:41].[NH2:15][c:16]1[cH:17][c:18]2[c:19]([NH:28][c:29]3[cH:30][c:31]([Br:35])[cH:32][cH:33][cH:34]3)[c:20]([C:26]#[N:27])[cH:21][n:22][c:23]2[cH:24][cH:25]1.[O:42]1[CH2:43][CH2:44][CH2:45][CH2:46]1.[cH:47]1[cH:48][cH:49][n:50][cH:51][cH:52]1>>[C:1]([CH3:2])([CH3:3])([CH3:4])[Si:5]([O:6][CH2:7][C:8]#[C:9][C:10](=[O:12])[NH:15][c:16]1[cH:17][c:18]2[c:19]([NH:28][c:29]3[cH:30][c:31]([Br:35])[cH:32][cH:33][cH:34]3)[c:20]([C:26]#[N:27])[cH:21][n:22][c:23]2[cH:24][cH:25]1)([CH3:13])[CH3:14]. The reactants are Cc1ccc([N+](=O)[O-])c(N)c1, [H-], CI, [Na+], CN(C)C=O. Product: CNc1cc(C)ccc1[N+](=O)[O-]. As a reaction SMILES: [CH3:1][c:2]1[cH:3][cH:4][c:5]([N+:9](=[O:10])[O-:11])[c:6]([NH2:8])[cH:7]1.[H-:13].[I:14][CH3:15].[Na+:12].[O:16]=[CH:17][N:18]([CH3:19])[CH3:20]>>[CH3:1][c:2]1[cH:3][cH:4][c:5]([N+:9](=[O:10])[O-:11])[c:6]([NH:8][CH3:15])[cH:7]1.